This data is from the Open Reaction Database (ORD), a public repository of structured organic reaction records. The task is: describe an organic reaction: reactants, conditions, products, and yield The reactants are COC(CC1=CC(=CC=C1)OC1=C(C=C(C=C1)Br)C=O)=O ([3-(4-bromo-2-formyl-phenoxy)-phenyl]-acetic acid methyl ester), C1[C@@H]([C@@H](C2=CC=CC=C21)N)O ((1R,2S)-(+)-cis-1-amino-2-indanol). Yields the product COC(CC1=CC(=CC=C1)OC1=C(C=C(C=C1)Br)CN[C@H]1[C@H](CC2=CC=CC=C12)O)=O ((3-{4-Bromo-2-[((1R,2S)-2-hydroxy-indan-1-ylamino)-methyl]-phenoxy}-phenyl)-acetic acid methyl ester). Reaction SMILES: [CH3:1][O:2][C:3](=[O:21])[CH2:4][C:5]1[CH:10]=[CH:9][CH:8]=[C:7]([O:11][C:12]2[CH:17]=[CH:16][C:15]([Br:18])=[CH:14][C:13]=2[CH:19]=O)[CH:6]=1.[CH2:22]1[C:30]2[C:25](=[CH:26][CH:27]=[CH:28][CH:29]=2)[C@@H:24]([NH2:31])[C@H:23]1[OH:32]>>[CH3:1][O:2][C:3](=[O:21])[CH2:4][C:5]1[CH:10]=[CH:9][CH:8]=[C:7]([O:11][C:12]2[CH:17]=[CH:16][C:15]([Br:18])=[CH:14][C:13]=2[CH2:19][NH:31][C@@H:24]2[C:25]3[C:30](=[CH:29][CH:28]=[CH:27][CH:26]=3)[CH2:22][C@@H:23]2[OH:32])[CH:6]=1. Procedure details: Prepared according to the procedure described in Example 45, Step 3, using the following starting materials: [3-(4-bromo-2-formyl-phenoxy)-phenyl]-acetic acid methyl ester and (1R,2S)-(+)-cis-1-amino-2-indanol. Starting materials: [H-].[Na+] (NaH), compound 8-1, ClC1=CC=C(C=C1)S(=O)(=O)OCP(OC)(OC)=O (Dimethyl 4-chloro-benzenesulfonyloxymethylphosphonate), BrC=1C=C(C=C(C1OC1=CC(=C(C=C1)O)C(C)C)Br)O (3,5-dibromo-4-(3-isopropyl-4-hydroxy-phenoxy)phenol). The solvent is CN(C)C=O (DMF), CN(C)C=O (DMF). Conditions: time 1 hour. The product is BrC=1C=C(OCP(OC)(OC)=O)C=C(C1OC1=CC(=C(C=C1)O)C(C)C)Br (dimethyl [3,5-dibromo-4-(4-hydroxy-3-iso-propyl-phenoxy)phenoxy]methylphosphonate), precipitate. The yield is 34.0%. Reaction SMILES: [H-].[Na+].[Br:3][C:4]1[CH:5]=[C:6]([OH:22])[CH:7]=[C:8]([Br:21])[C:9]=1[O:10][C:11]1[CH:16]=[CH:15][C:14]([OH:17])=[C:13]([CH:18]([CH3:20])[CH3:19])[CH:12]=1.ClC1C=CC(S(O[CH2:34][P:35](=[O:40])([O:38][CH3:39])[O:36][CH3:37])(=O)=O)=CC=1>CN(C=O)C>[Br:3][C:4]1[CH:5]=[C:6]([CH:7]=[C:8]([Br:21])[C:9]=1[O:10][C:11]1[CH:16]=[CH:15][C:14]([OH:17])=[C:13]([CH:18]([CH3:20])[CH3:19])[CH:12]=1)[O:22][CH2:34][P:35](=[O:40])([O:38][CH3:39])[O:36][CH3:37] |f:0.1|. Procedure: To a stirring mixture of DMF (20.0 mL) and NaH (0.074 g, 1.86 mmol) at 0° C. was added 3,5-dibromo-4-(3-isopropyl-4-hydroxy-phenoxy)phenol (Intermediate for the synthesis of compound 8-1, 0.75 g, 1.86 mmol) dissolved in DMF (2.0 mL). The reaction mixture was allowed to stir at rt for 1 hr and cooled to 0° C. Dimethyl 4-chloro-benzenesulfonyloxymethylphosphonate (0.11 g, 0.36 mmol) was added and the reaction mixture was stirred at rt for 16 h. The reaction was quenched with ice H2O, the pH was ad... Starting materials: Brc1cncc(Br)c1, CC(C)O, [Cu], [K]. Yields the product CC(C)Oc1cncc(Br)c1. RXN SMILES: [Br:2][c:3]1[cH:4][n:5][cH:6][c:7]([Br:8])[cH:9]1.[CH3:10][CH:11]([CH3:12])[OH:13].[Cu:14].[K:1]>>[c:3]1([O:13][CH:11]([CH3:10])[CH3:12])[cH:4][n:5][cH:6][c:7]([Br:8])[cH:9]1. Starting materials: CN(C(=O)OC(C)(C)C)c1cccc(Br)c1, [Li]CCCC, C1CCOC1, O=S(=O)(Cl)Cl. The product is CN(C(=O)OC(C)(C)C)c1cccc(S(=O)(=O)Cl)c1. As a reaction SMILES: [Br:1][c:2]1[cH:3][c:4]([N:5]([CH3:6])[C:7](=[O:8])[O:9][C:10]([CH3:11])([CH3:12])[CH3:13])[cH:14][cH:15][cH:16]1.[CH2:17]([Li:18])[CH2:19][CH2:20][CH3:21].[CH2:27]1[O:28][CH2:29][CH2:30][CH2:31]1.[S:22](=[O:23])(=[O:24])([Cl:25])[Cl:26]>>[c:2]1([S:22](=[O:23])(=[O:24])[Cl:25])[cH:3][c:4]([N:5]([CH3:6])[C:7](=[O:8])[O:9][C:10]([CH3:11])([CH3:12])[CH3:13])[cH:14][cH:15][cH:16]1. The reactants are Cc1cn(Cc2ccccc2)c(=O)[nH]c1=O, CS(=O)(=O)OCC1(C#N)CC1, [Cl-], [H-], [NH4+], [Na+], CN(C)C=O, O. The product is Cc1cn(Cc2ccccc2)c(=O)n(CC2(C#N)CC2)c1=O. RXN SMILES: [CH2:17]([c:18]1[cH:19][cH:20][cH:21][cH:22][cH:23]1)[n:24]1[c:25](=[O:32])[nH:26][c:27](=[O:31])[c:28]([CH3:30])[cH:29]1.[CH3:1][S:2]([O:3][CH2:6][C:7]1([C:10]#[N:11])[CH2:8][CH2:9]1)(=[O:4])=[O:5].[Cl-:36].[H-:33].[NH4+:37].[Na+:34].[O:12]=[CH:13][N:14]([CH3:15])[CH3:16].[OH2:35]>>[CH2:6]([C:7]1([C:10]#[N:11])[CH2:8][CH2:9]1)[n:26]1[c:25](=[O:32])[n:24]([CH2:17][c:18]2[cH:19][cH:20][cH:21][cH:22][cH:23]2)[cH:29][c:28]([CH3:30])[c:27]1=[O:31]. The product is COC1=CC(=NC=C1)C1=C(C=C(C=C1)O)[N+](=O)[O-] (4-(4-methoxypyridin-2-yl)-3-nitrophenol). The solvent is C(C)(=O)O (acetic acid). Starting materials: [N+](=O)(O)[O-] (nitric acid), Cl.COC1=CC(=NC=C1)C1=CC=C(C=C1)O (4-(4-methoxypyridin-2-yl)phenol hydrochloride), C(O)([O-])=O.[Na+] (sodium hydrogencarbonate). Reaction conditions: temperature 40 celsius, time 1 hour. Reaction SMILES: Cl.[CH3:2][O:3][C:4]1[CH:9]=[CH:8][N:7]=[C:6]([C:10]2[CH:15]=[CH:14][C:13]([OH:16])=[CH:12][CH:11]=2)[CH:5]=1.[N+:17]([O-])([OH:19])=[O:18].C(=O)([O-])O.[Na+]>C(O)(=O)C>[CH3:2][O:3][C:4]1[CH:9]=[CH:8][N:7]=[C:6]([C:10]2[CH:15]=[CH:14][C:13]([OH:16])=[CH:12][C:11]=2[N+:17]([O-:19])=[O:18])[CH:5]=1 |f:0.1,3.4|. Reported procedure: To a suspension of 4-(4-methoxypyridin-2-yl)phenol hydrochloride (500 mg) in acetic acid (5 ml) was added fuming nitric acid (0.09 ml), and the mixture was stirred at 40° C. for 1 hour. The reaction mixture was poured into a saturated aqueous sodium hydrogencarbonate solution and extracted with ethyl acetate. The separated organic layer was washed with water and brine, dried over sodium sulfate and evaporated under reduced pressure. The residue was triturated with diisopropyl ether, filtered, wa... As a reaction SMILES: [CH3:29][OH:30].[Na+:28].[O:22]1[CH2:23][CH2:24][CH2:25][CH2:26]1.[OH-:27].[s:1]1[c:2]([CH2:10][O:11][c:12]2[cH:13][c:14]([C:15](=[O:16])[O:17][CH3:18])[cH:19][cH:20][cH:21]2)[n:3][c:4]2[c:5]1[CH2:6][CH2:7][CH2:8][CH2:9]2>>[s:1]1[c:2]([CH2:10][O:11][c:12]2[cH:13][c:14]([C:15](=[O:16])[OH:17])[cH:19][cH:20][cH:21]2)[n:3][c:4]2[c:5]1[CH2:6][CH2:7][CH2:8][CH2:9]2. The reactants are CO, [Na+], C1CCOC1, [OH-], COC(=O)c1cccc(OCc2nc3c(s2)CCCC3)c1. Yields the product O=C(O)c1cccc(OCc2nc3c(s2)CCCC3)c1. Reactants: BrC1=CC=C(C=C1)C=COC (1-bromo-4-(2-methoxyethenyl)benzene), CN(C=O)C (dimethylformamide). Yields the product COC=CC1=CC=C(C=O)C=C1 (4-(2-methoxyethenyl) benzaldehyde). As a reaction SMILES: Br[C:2]1[CH:7]=[CH:6][C:5]([CH:8]=[CH:9][O:10][CH3:11])=[CH:4][CH:3]=1.CN(C)[CH:14]=[O:15]>>[CH3:11][O:10][CH:9]=[CH:8][C:5]1[CH:6]=[CH:7][C:2]([CH:14]=[O:15])=[CH:3][CH:4]=1. Procedure: By the method of example 28, 1-bromo-4-(2-methoxyethenyl)benzene is prepared, lithiated, and reacted with dimethylformamide to provide 4-(2-methoxyethenyl) benzaldehyde as a yellow oil after chromatography. This material is converted to 1-(2-phenylethenyl)-4-(2-methoxyethenyl)benzene by Wittig reaction with benzyl triphenylphosphonium chloride, using the conditions described in example 1 (A). The material is obtained as a mixture of all four possible (E) and (Z) stereoisomers. Reactants: N#CCCCBr, O=C([O-])[O-], CC#N, [Cs+], [Cs+], Nc1ccccc1CN1CCC2(CC1)C(NC1CCCCC1)=NC(=O)N2c1cccc(F)c1. Yields the product N#CCCCNc1ccccc1CN1CCC2(CC1)C(NC1CCCCC1)=NC(=O)N2c1cccc(F)c1. Reaction SMILES: [Br:34][CH2:35][CH2:36][CH2:37][C:38]#[N:39].[C:40](=[O:41])([O-:42])[O-:43].[CH3:46][C:47]#[N:48].[Cs+:44].[Cs+:45].[NH2:1][c:2]1[c:3]([CH2:4][N:5]2[CH2:6][CH2:7][C:8]3([C:9]([NH:21][CH:22]4[CH2:23][CH2:24][CH2:25][CH2:26][CH2:27]4)=[N:10][C:11](=[O:20])[N:12]3[c:13]3[cH:14][c:15]([F:19])[cH:16][cH:17][cH:18]3)[CH2:28][CH2:29]2)[cH:30][cH:31][cH:32][cH:33]1>>[NH:1]([c:2]1[c:3]([CH2:4][N:5]2[CH2:6][CH2:7][C:8]3([C:9]([NH:21][CH:22]4[CH2:23][CH2:24][CH2:25][CH2:26][CH2:27]4)=[N:10][C:11](=[O:20])[N:12]3[c:13]3[cH:14][c:15]([F:19])[cH:16][cH:17][cH:18]3)[CH2:28][CH2:29]2)[cH:30][cH:31][cH:32][cH:33]1)[CH2:35][CH2:36][CH2:37][C:38]#[N:39]. Reactants: CC1CNCC(C)O1, ClC(Cl)Cl, CC(CCl)Cc1ccc(CCl)cc1C(C)C. The product is CC(Cc1ccc(CCl)cc1C(C)C)CN1CC(C)OC(C)C1. Reaction SMILES: [CH3:17][CH:18]1[O:19][CH:20]([CH3:24])[CH2:21][NH:22][CH2:23]1.[CH:25]([Cl:26])([Cl:27])[Cl:28].[Cl:1][CH2:2][c:3]1[cH:4][c:5]([CH:14]([CH3:15])[CH3:16])[c:6]([CH2:9][CH:10]([CH2:11][Cl:12])[CH3:13])[cH:7][cH:8]1>>[Cl:1][CH2:2][c:3]1[cH:4][c:5]([CH:14]([CH3:15])[CH3:16])[c:6]([CH2:9][CH:10]([CH2:11][N:22]2[CH2:21][CH:20]([CH3:24])[O:19][CH:18]([CH3:17])[CH2:23]2)[CH3:13])[cH:7][cH:8]1.